Dataset: the Open Reaction Database (ORD), a public repository of structured organic reaction records. Task: describe an organic reaction: reactants, conditions, products, and yield Starting materials: CC(C)(C)OC(=O)Cn1ccc2ccc(OCc3cc(-c4ccc(C(F)(F)F)cc4)[nH]n3)cc21, C1CCOC1, CO, [Li+], [OH-]. Yields the product O=C(O)Cn1ccc2ccc(OCc3cc(-c4ccc(C(F)(F)F)cc4)[nH]n3)cc21. As a reaction SMILES: [C:1]([CH3:2])([CH3:3])([CH3:4])[O:5][C:6]([CH2:7][n:8]1[cH:9][cH:10][c:11]2[cH:12][cH:13][c:14]([O:17][CH2:18][c:19]3[n:20][nH:21][c:22](-[c:24]4[cH:25][cH:26][c:27]([C:30]([F:31])([F:32])[F:33])[cH:28][cH:29]4)[cH:23]3)[cH:15][c:16]12)=[O:34].[CH2:37]1[O:38][CH2:39][CH2:40][CH2:41]1.[CH3:42][OH:43].[Li+:36].[OH-:35]>>[O:5]=[C:6]([CH2:7][n:8]1[cH:9][cH:10][c:11]2[cH:12][cH:13][c:14]([O:17][CH2:18][c:19]3[n:20][nH:21][c:22](-[c:24]4[cH:25][cH:26][c:27]([C:30]([F:31])([F:32])[F:33])[cH:28][cH:29]4)[cH:23]3)[cH:15][c:16]12)[OH:34].